This data is from the Open Reaction Database (ORD), a public repository of structured organic reaction records. The task is: describe an organic reaction: reactants, conditions, products, and yield The reactants are C(C)(C)N(CC)C(C)C (diisopropylethylamine), C1=CN=C2N1C1=C(CC[C@H]2N)C=CC=C1 ((4R)-5,6-dihydro-4H-imidazo[1,2-a][1]benzazepin-4-amine), Cl.CN(CCCN=C=NCC)C (1-(3-dimethylaminopropyl)-3-ethylcarbodiimide hydrochloride), C(C)OC1=CC=C(C(=O)NC2(CC2)C(=O)O)C=C1 (1-[(4-ethoxybenzoyl)amino]cyclopropanecarboxylic acid), ON1N=NC2=C1C=CC=C2 (1-hydroxybenzotriazole). Solvent: C(C)(=O)OCC (ethyl acetate), O1CCCC1 (tetrahydrofuran). The product is C1=CN=C2N1C1=C(CC[C@H]2NC(=O)C2(CC2)NC(C2=CC=C(C=C2)OCC)=O)C=CC=C1 (N-[1-[[(4R)-5,6-dihydro-4H-imidazo[1,2-a][1]benzazepin-4-yl]carbamoyl]cyclopropyl]-4-ethoxy-benzamide). Yield: 79.6%. RXN SMILES: [CH:1]1[N:5]2[C:6]3[CH:15]=[CH:14][CH:13]=[CH:12][C:7]=3[CH2:8][CH2:9][C@@H:10]([NH2:11])[C:4]2=[N:3][CH:2]=1.[CH2:16]([O:18][C:19]1[CH:33]=[CH:32][C:22]([C:23]([NH:25][C:26]2([C:29](O)=[O:30])[CH2:28][CH2:27]2)=[O:24])=[CH:21][CH:20]=1)[CH3:17].ON1C2C=CC=CC=2N=N1.Cl.CN(C)CCCN=C=NCC.C(N(C(C)C)CC)(C)C>O1CCCC1.C(OCC)(=O)C>[CH:1]1[N:5]2[C:6]3[CH:15]=[CH:14][CH:13]=[CH:12][C:7]=3[CH2:8][CH2:9][C@@H:10]([NH:11][C:29]([C:26]3([NH:25][C:23](=[O:24])[C:22]4[CH:32]=[CH:33][C:19]([O:18][CH2:16][CH3:17])=[CH:20][CH:21]=4)[CH2:28][CH2:27]3)=[O:30])[C:4]2=[N:3][CH:2]=1 |f:3.4|. Procedure: Combine (4R)-5,6-dihydro-4H-imidazo[1,2-a][1]benzazepin-4-amine (0.50 g, 2.51 mmol), 1-[(4-ethoxybenzoyl)amino]cyclopropanecarboxylic acid (0.75 mg, 3.01 mmol), 1-hydroxybenzotriazole (407 mg, 3.01 mmol), and 1-(3-dimethylaminopropyl)-3-ethylcarbodiimide hydrochloride (577 mg, 3.01 mmol) in tetrahydrofuran (40 mL). Add diisopropylethylamine (0.53 mL, 3.01 mmol) and stir the reaction for approximately 16 hours at ambient temperature under nitrogen. Dilute the reaction with ethyl acetate, wash wit... Reactants: O1C(CCCC1)OC(CC#N)CCCCC (3-(tetrahydro-2H-pyran-2-yloxy)caprylonitrile), O1C(CCCC1)OC1(CCCCC1)CC#N (2-[1-(tetrahydro-2H-pyran-2-yloxy)cyclohexyl]acetonitrile). Yields the product NCCC1(CCCCC1)OC1OCCCC1 (1-Amino-2-[1-(tetrahydro-2H-pyran-2-yloxy)cyclohexyl]ethane). RXN SMILES: [O:1]1[CH2:6][CH2:5][CH2:4][CH2:3][CH:2]1[O:7][CH:8]([CH2:12][CH2:13][CH2:14][CH2:15][CH3:16])[CH2:9][C:10]#[N:11].O1CCCCC1OC1(CC#N)CCCCC1>>[NH2:11][CH2:10][CH2:9][C:8]1([O:7][CH:2]2[CH2:3][CH2:4][CH2:5][CH2:6][O:1]2)[CH2:16][CH2:15][CH2:14][CH2:13][CH2:12]1. Procedure: This compound is prepared essentially by the same method as described in Example 1, Step A-3, except that the 3-(tetrahydro-2H-pyran-2-yloxy)caprylonitrile is replaced by a 2-[1-(tetrahydro-2H-pyran-2-yloxy)cyclohexyl]acetonitrile. This process yields the title compound as a pale yellow oil.